Dataset: the Open Reaction Database (ORD), a public repository of structured organic reaction records. Task: describe an organic reaction: reactants, conditions, products, and yield Reactants: resultant mixture, ON=CC1=CNC=C1C1=C(C(=CC=C1)Cl)Cl (3-hydroxyiminomethyl-4-(2,3-dichlorophenyl)pyrrole), ON=CC=1NC=C(C1)C1=C(C(=CC=C1)Cl)Cl (hydroxyiminomethyl-4-(2,3-dichlorophenyl)pyrrole), ice NaOH. Solvent: C(C)(=O)OC(C)=O (acetic anhydride), C(C)(=O)OCC (ethyl acetate). Run at time 5 hour. Yields the product ClC1=C(C=CC=C1Cl)C=1C(=CNC1)C#N (4-(2,3-dichlorophenyl)-3-cyanopyrrole). Reaction SMILES: O[N:2]=[CH:3][C:4]1[C:8]([C:9]2[CH:14]=[CH:13][CH:12]=[C:11]([Cl:15])[C:10]=2[Cl:16])=[CH:7][NH:6][CH:5]=1.ON=CC1NC=C(C2C=CC=C(Cl)C=2Cl)C=1>C(OC(=O)C)(=O)C.C(OCC)(=O)C>[Cl:16][C:10]1[C:11]([Cl:15])=[CH:12][CH:13]=[CH:14][C:9]=1[C:8]1[C:4]([C:3]#[N:2])=[CH:5][NH:6][CH:7]=1. Reported procedure: 3.2 g of the 3-hydroxyiminomethyl-4-(2,3-dichlorophenyl)pyrrole obtained in (b) are kept for 5 hours at c. 100° C. in 50 ml of acetic anhydride, then cooled to room temperature, poured into ice/NaOH, and the resultant mixture is stirred for 2 hours. The precipitate is dissolved in ethyl acetate, washed with water, the exter phase is dried over magnesium sulfate. The residue is purified by column chromatography (silica gel; elution with a 4:1 mixture of toluence/ethyl acetate). Melting point: 149... Yields the product ClC1=C(OC=2C=CC(=C(C(=O)[O-])C2)[N+](=O)[O-])C=CC(=C1)C(F)(F)F.C[NH2+]C (Dimethylammonium 5-(2-Chloro-4-trifluoromethylphenoxy)-2-nitrobenzoate). Reaction SMILES: [Cl:1][C:2]1[CH:20]=[C:19]([C:21]([F:24])([F:23])[F:22])[CH:18]=[CH:17][C:3]=1[O:4][C:5]1[CH:6]=[CH:7][C:8]([N+:14]([O-:16])=[O:15])=[C:9]([CH:13]=1)[C:10]([OH:12])=[O:11].[C:25]1(C)C=CC=CC=1>>[Cl:1][C:2]1[CH:20]=[C:19]([C:21]([F:22])([F:23])[F:24])[CH:18]=[CH:17][C:3]=1[O:4][C:5]1[CH:6]=[CH:7][C:8]([N+:14]([O-:16])=[O:15])=[C:9]([CH:13]=1)[C:10]([O-:12])=[O:11].[CH3:25][NH2+:14][CH3:8] |f:2.3|. Procedure details: 5-(2-Chloro-4-trifluoromethylphenoxy)-2-nitrobenzoic acid (2.0 g) is dissolved in toluene and an excess of anhydrous dimethylamine is bubbled into the reaction mixture, the solvent removed in vacuo and the residue triturated with cold diethyl ether to give 1.1 g of product. The reactants are ClC1=C(OC=2C=CC(=C(C(=O)O)C2)[N+](=O)[O-])C=CC(=C1)C(F)(F)F (5-(2-Chloro-4-trifluoromethylphenoxy)-2-nitrobenzoic acid), C1(=CC=CC=C1)C (toluene). The reactants are C(C)OC=1C(=CC(=C(C1)N1CCC(CC1)CCS(=O)(=O)C)C)[N+](=O)[O-] (1-[5-(ethyloxy)-2-methyl-4-nitrophenyl]-4-[2-(methylsulfonyl)ethyl]piperidine). Reagents/catalysts: [Pt] (platinum on carbon). Solvent: CCOC(=O)C (EtOAc), CO (MeOH). Yields the product C(C)OC1=C(N)C=C(C(=C1)N1CCC(CC1)CCS(=O)(=O)C)C (2-(ethyloxy)-5-methyl-4-{4-[2-(methylsulfonyl)ethyl]-1-piperidinyl}aniline). The yield is 89.9%. RXN SMILES: [CH2:1]([O:3][C:4]1[C:5]([N+:23]([O-])=O)=[CH:6][C:7]([CH3:22])=[C:8]([N:10]2[CH2:15][CH2:14][CH:13]([CH2:16][CH2:17][S:18]([CH3:21])(=[O:20])=[O:19])[CH2:12][CH2:11]2)[CH:9]=1)[CH3:2]>CCOC(C)=O.CO.[Pt]>[CH2:1]([O:3][C:4]1[CH:9]=[C:8]([N:10]2[CH2:11][CH2:12][CH:13]([CH2:16][CH2:17][S:18]([CH3:21])(=[O:20])=[O:19])[CH2:14][CH2:15]2)[C:7]([CH3:22])=[CH:6][C:5]=1[NH2:23])[CH3:2]. Procedure: To 1-[5-(ethyloxy)-2-methyl-4-nitrophenyl]-4-[2-(methylsulfonyl)ethyl]piperidine (33.1 g, 89.0 mmol) in EtOAc (800 mL) and MeOH (200 mL) was added platinum on carbon (sulfided) (17.5 g, 4.47 mmol). The mixture was stirred under H2 (1 atm.) over the weekend. The mixture was filtered through Celite®, washed with DCM, and rotovapped down. The resultant solid was triturated with diethyl ether to provide the title compound of Step G (27.3 g, 80 mmol, 90% yield). 1H NMR (400 MHz, DMSO-d6) δ 6.54 (s, 1... Starting materials: ClC1=NC(=C(C=C1C#N)C1=CC=C(C=C1)S(=O)(=O)C)C1=CC=C(C=C1)F (2-chloro-6-(4-fluorophenyl)-5-[4-(methylsulfonyl)phenyl]-pyridine-3-carbonitrile), CN (methylamine), CN (methylamine). Conditions: temperature 70 celsius, time 24 hour. The product is FC1=CC=C(C=C1)C1=C(C=C(C(=N1)NC)C#N)C1=CC=C(C=C1)S(=O)(=O)C (6-(4-Fluorophenyl)-2-(methylamino)-5-[4-(methylsulfonyl)phenyl]pyridine-3-carbonitrile). Reaction SMILES: Cl[C:2]1[C:7]([C:8]#[N:9])=[CH:6][C:5]([C:10]2[CH:15]=[CH:14][C:13]([S:16]([CH3:19])(=[O:18])=[O:17])=[CH:12][CH:11]=2)=[C:4]([C:20]2[CH:25]=[CH:24][C:23]([F:26])=[CH:22][CH:21]=2)[N:3]=1.[CH3:27][NH2:28]>>[F:26][C:23]1[CH:24]=[CH:25][C:20]([C:4]2[N:3]=[C:2]([NH:28][CH3:27])[C:7]([C:8]#[N:9])=[CH:6][C:5]=2[C:10]2[CH:15]=[CH:14][C:13]([S:16]([CH3:19])(=[O:18])=[O:17])=[CH:12][CH:11]=2)=[CH:21][CH:22]=1. Reported procedure: 2-Chloro-6-(4-fluorophenyl)-5-[4-(methylsulfonyl)phenyl]pyridine-3-carbonitrile (Example 7) (200 mg, 0.52 mMol) was charged with methylamine. The solution was shaken for 24 hours at 70° C. and 74 psi by a Parr Shaker. The vessel was cooled to room temperature and vented to allow excess methylamine to evaporate leaving a yellow solid. The solid was washed with methyl alcohol and recrystallized from chloroform: m.p. (DSC): 295.63° C. Anal. Calc'd. for C20H16N3O2SF (381.43): C, 62.98; H, 4.23; N, 1... The reactants are BrC1=C(C=2C3=C(N(C2C=C1)C)CC1CCC3N1)C(=O)OC(C)(C)C (tert-butyl 2-bromo-5-methyl-5,6,7,8,9,10-hexahydro-7,10-epiminocyclohepta[b]indole-carboxylate), [Na+].C1(=CC=CC=C1)S(=O)[O-] (benzene sulfinic acid sodium salt), Di-palladium tris(dibenzylideneacetone), C([O-])([O-])=O.[Cs+].[Cs+] (cesium carbonate). The reagents and catalysts are [Cl-].C(CCC)[N+](CCCC)(CCCC)CCCC (tetrabutylammonium chloride), CC1(C2=C(C(=CC=C2)P(C3=CC=CC=C3)C4=CC=CC=C4)OC5=C(C=CC=C51)P(C6=CC=CC=C6)C7=CC=CC=C7)C (xantphos). The solvent is C1(=CC=CC=C1)C (toluene). Yields the product C1(=CC=CC=C1)S(=O)(=O)C1=C(C=2C3=C(N(C2C=C1)C)CC1CCC3N1)C(=O)OC(C)(C)C (tert-butyl 2-phenylsulfonyl-5-methyl-5,6,7,8,9,10-hexahydro-7,10-epiminocyclohepta[b]indole-carboxylate). The yield is 70.2%. RXN SMILES: Br[C:2]1[CH:10]=[CH:9][C:8]2[N:7]([CH3:11])[C:6]3[CH2:12][CH:13]4[NH:17][CH:16]([C:5]=3[C:4]=2[C:3]=1[C:18]([O:20][C:21]([CH3:24])([CH3:23])[CH3:22])=[O:19])[CH2:15][CH2:14]4.[Na+].[C:26]1([S:32]([O-:34])=[O:33])[CH:31]=[CH:30][CH:29]=[CH:28][CH:27]=1.C(=O)([O-])[O-].[Cs+].[Cs+]>C1(C)C=CC=CC=1.[Cl-].C([N+](CCCC)(CCCC)CCCC)CCC.CC1(C)C2C(=C(P(C3C=CC=CC=3)C3C=CC=CC=3)C=CC=2)OC2C(P(C3C=CC=CC=3)C3C=CC=CC=3)=CC=CC1=2>[C:26]1([S:32]([C:2]2[CH:10]=[CH:9][C:8]3[N:7]([CH3:11])[C:6]4[CH2:12][CH:13]5[NH:17][CH:16]([C:5]=4[C:4]=3[C:3]=2[C:18]([O:20][C:21]([CH3:24])([CH3:23])[CH3:22])=[O:19])[CH2:15][CH2:14]5)(=[O:34])=[O:33])[CH:31]=[CH:30][CH:29]=[CH:28][CH:27]=1 |f:1.2,3.4.5,7.8|. Procedure details: A mixture of product from step B (1.5 g, 3.84 mmol) and benzene sulfinic acid sodium salt (755 mg, 4.6 mmol) were suspended in toluene (30 mL) and N2 was bubbled through the reaction mixture for 10-15 min. Di-palladium-tris(dibenzylideneacetone) (89 mg, 0.096 mmol), cesium carbonate (1.84 g, 5.76 mmol), xantphos (111 mg, 0.192 mmol) and tetrabutylammonium chloride (1.28 g, 4.6 mmol) were then added sequentially, and the reaction was heated to reflux for 12 h. The reaction mixture was cooled to a... Reactants: [C+4], CCc1ccc(Cc2c(OCc3ccccc3)nn(C(C)C)c2C)cc1, CO, [OH-], [OH-], [OH-], [OH-], [OH-], [OH-], [Pd+2]. The product is CCc1ccc(Cc2c(O)nn(C(C)C)c2C)cc1. As a reaction SMILES: [C+4:29].[CH2:1]([c:2]1[cH:3][cH:4][cH:5][cH:6][cH:7]1)[O:8][c:9]1[n:10][n:11]([CH:24]([CH3:25])[CH3:26])[c:12]([CH3:23])[c:13]1[CH2:14][c:15]1[cH:16][cH:17][c:18]([CH2:21][CH3:22])[cH:19][cH:20]1.[CH3:27][OH:28].[OH-:30].[OH-:32].[OH-:33].[OH-:34].[OH-:35].[OH-:36].[Pd+2:31]>>[OH:8][c:9]1[n:10][n:11]([CH:24]([CH3:25])[CH3:26])[c:12]([CH3:23])[c:13]1[CH2:14][c:15]1[cH:16][cH:17][c:18]([CH2:21][CH3:22])[cH:19][cH:20]1.